This data is from the Open Reaction Database (ORD), a public repository of structured organic reaction records. The task is: describe an organic reaction: reactants, conditions, products, and yield The reactants are ClC(=O)OCC1=CC=CC=C1 (benzyl chloroformate), [OH-].[Na+] (NaOH), Example 24A, CCN(C(C)C)C(C)C (Hunig's base). The solvent is C(Cl)Cl (CH2Cl2), ClCCl (dichloromethane). Run at time 15 minute. Yields the product OC1CCC=2C=CC=C(C2C1)NC(OCC1=CC=CC=C1)=O (Benzyl 7-hydroxy-5,6,7,8-tetrahydronaphthalen-1-ylcarbamate). Yield: 61.0%. As a reaction SMILES: Cl[C:2]([O:4][CH2:5][C:6]1[CH:11]=[CH:10][CH:9]=[CH:8][CH:7]=1)=[O:3].CC[N:14]([CH:18]([CH3:20])[CH3:19])C(C)C.[OH-:21].[Na+]>C(Cl)Cl>[OH:21][CH:10]1[CH2:11][C:19]2[C:18]([NH:14][C:2](=[O:3])[O:4][CH2:5][C:6]3[CH:11]=[CH:10][CH:9]=[CH:8][CH:7]=3)=[CH:20][CH:5]=[CH:6][C:7]=2[CH2:8][CH2:9]1 |f:2.3|. Procedure details: A solution of benzyl chloroformate (5.84 mL, 41.1 mmol) in 5 mL CH2Cl2 was added dropwise via addition funnel to Example 24A (3.05 g, 18.7 mmol) and Hunig's base (8.14 mL, 46.7 mmol) in dichloromethane (55 mL) at ambient temperature. After 18 hr IN (aq) NaOH solution (50 mL) was added and the reaction was stirred vigorously for 15 min. The separated organic layer was washed with brine, dried (Na2SO4), filtered, and concentrated in vacuo. The crude product was triturated with diethyl ether and th... The reactants are CC1(C)OCC(CO)O1, CCOC(=O)N=NC(=O)OCC, C1CCOC1, O=C1c2ccccc2C(=O)N1O, c1ccc(P(c2ccccc2)c2ccccc2)cc1. Product: CC1(C)OCC(CON2C(=O)c3ccccc3C2=O)O1. Reaction SMILES: [CH3:32][C:33]1([CH3:40])[O:34][CH2:35][CH:36]([CH2:38][OH:39])[O:37]1.[O:41]=[C:42]([O:43][CH2:44][CH3:45])[N:46]=[N:47][C:48]([O:49][CH2:50][CH3:51])=[O:52].[O:53]1[CH2:54][CH2:55][CH2:56][CH2:57]1.[OH:1][N:2]1[C:3](=[O:12])[c:4]2[c:5]([cH:8][cH:9][cH:10][cH:11]2)[C:6]1=[O:7].[c:13]1([P:14]([c:15]2[cH:16][cH:17][cH:18][cH:19][cH:20]2)[c:21]2[cH:22][cH:23][cH:24][cH:25][cH:26]2)[cH:27][cH:28][cH:29][cH:30][cH:31]1>>[O:1]([N:2]1[C:3](=[O:12])[c:4]2[c:5]([cH:8][cH:9][cH:10][cH:11]2)[C:6]1=[O:7])[CH2:38][CH:36]1[CH2:35][O:34][C:33]([CH3:32])([CH3:40])[O:37]1. Starting materials: C(#N)C(C(=O)OCC)=C(C1=CC=CC=C1)C1=CC=CC=C1 (ethyl 2-cyano-3,3-diphenylacrylate), C(=O)([O-])[O-].[Na+].[Na+] (Na2CO3). Solvent: CC1(CC(CC(C1)C)O)C (3,3,5-trimethylcyclohexanol). Reaction conditions: time 5 hour. The product is C(#N)C(C(=O)OC1CC(CC(C1)C)(C)C)=C(C1=CC=CC=C1)C1=CC=CC=C1 (3,3,5-trimethylcyclohexyl 2-cyano-3,3-diphenylacrylate). Isolated yield 77.6%. Reaction SMILES: [C:1]([C:3](=[C:9]([C:16]1[CH:21]=[CH:20][CH:19]=[CH:18][CH:17]=1)[C:10]1[CH:15]=[CH:14][CH:13]=[CH:12][CH:11]=1)[C:4]([O:6][CH2:7][CH3:8])=[O:5])#[N:2].C([O-])([O-])=O.[Na+].[Na+]>CC1(C)CC(C)CC(O)C1>[C:1]([C:3](=[C:9]([C:16]1[CH:17]=[CH:18][CH:19]=[CH:20][CH:21]=1)[C:10]1[CH:11]=[CH:12][CH:13]=[CH:14][CH:15]=1)[C:4]([O:6][CH:7]1[CH2:11][CH:10]([CH3:15])[CH2:9][C:3]([CH3:4])([CH3:1])[CH2:8]1)=[O:5])#[N:2] |f:1.2.3|. Reported procedure: 55.4 g (0.2 mol) of ethyl 2-cyano-3,3-diphenylacrylate (Uvinul 3035), 100 ml of 3,3,5-trimethylcyclohexanol and 4 g of Na2CO3 were reacted with one another at 181-184° C. with distillative removal of the ethanol formed, assisted by a stream of nitrogen. After about 5 h, the reaction mixture was filtered hot in order to remove the Na2CO3. After the filtrate had been cooled, the precipitate which had formed was filtered off, washed with cyclohexane and dried, giving 29 g (39%) of 3,3,5-trimethylcy... The reactants are C(C1=CC=CC=C1)N (benzylamine), C1(CC1)CCN (2-cyclopropylethylamine), CC=1N=C(SC1C(=O)O)N1C(N(CC1)CC1=CC=C(C=C1)OC(F)(F)F)=O (4-methyl-2-(2-oxo-3-(4-(trifluoromethoxy)benzyl)imidazolidin-1-yl)thiazole-5-carboxylic acid). Yields the product C1(CC1)CCNC(=O)C1=C(N=C(S1)N1C(N(CC1)CC1=CC=C(C=C1)OC(F)(F)F)=O)C (N-(2-cyclopropylethyl)-4-methyl-2-(2-oxo-3-(4-(trifluoromethoxy)benzyl)imidazolidin-1-yl)thiazole-5-carboxamide). Isolated yield 26.0%. Reaction SMILES: C(N)C1C=CC=CC=1.[CH:9]1([CH2:12][CH2:13][NH2:14])[CH2:11][CH2:10]1.[CH3:15][C:16]1[N:17]=[C:18]([N:24]2[CH2:28][CH2:27][N:26]([CH2:29][C:30]3[CH:35]=[CH:34][C:33]([O:36][C:37]([F:40])([F:39])[F:38])=[CH:32][CH:31]=3)[C:25]2=[O:41])[S:19][C:20]=1[C:21](O)=[O:22]>>[CH:9]1([CH2:12][CH2:13][NH:14][C:21]([C:20]2[S:19][C:18]([N:24]3[CH2:28][CH2:27][N:26]([CH2:29][C:30]4[CH:31]=[CH:32][C:33]([O:36][C:37]([F:38])([F:39])[F:40])=[CH:34][CH:35]=4)[C:25]3=[O:41])=[N:17][C:16]=2[CH3:15])=[O:22])[CH2:11][CH2:10]1. Procedure details: Following the procedure as describe in Example 8, making variations as required to replace benzylamine with 2-cyclopropylethylamine to react with 4-methyl-2-(2-oxo-3-(4-(trifluoromethoxy)benzyl)imidazolidin-1-yl)thiazole-5-carboxylic acid, the title compound was obtained as a white powder in 26% yield: mp 195-196° C. (ethyl acetate/hexanes); 1H NMR (300 MHz, CDCl3) δ 7.32 (d, J=8.4 Hz, 2H), 7.18 (d, J=8.4 Hz, 2H), 5.76 (s, 1H), 4.47 (s, 2H), 4.12-4.07 (m, 2H), 3.49-3.42 (m, 4H), 2.59 (s, 3H), 1....